Dataset: the Open Reaction Database (ORD), a public repository of structured organic reaction records. Task: describe an organic reaction: reactants, conditions, products, and yield Reactants: C1(CC1)C(CC(=O)OCC)C1=CC(=NC=C1F)OC (ethyl 3-cyclopropyl-3-(5-fluoro-2-methoxypyridin-4-yl)propanoate), [Cl-].[NH+]1=CC=CC=C1 (pyridinium chloride), C(C)(=O)OCC (ethyl acetate). The solvent is CN(C)C=O (DMF). Reaction conditions: temperature 130 celsius, time 1 hour. Yields the product C1(CC1)C(CC(=O)OCC)C1=CC(=NC=C1F)O (ethyl 3-cyclopropyl-3-(5-fluoro-2-hydroxypyridin-4-yl)propanoate). The yield is 79.2%. RXN SMILES: [CH:1]1([CH:4]([C:11]2[C:16]([F:17])=[CH:15][N:14]=[C:13]([O:18]C)[CH:12]=2)[CH2:5][C:6]([O:8][CH2:9][CH3:10])=[O:7])[CH2:3][CH2:2]1.[Cl-].[NH+]1C=CC=CC=1.C(OCC)(=O)C>CN(C=O)C>[CH:1]1([CH:4]([C:11]2[C:16]([F:17])=[CH:15][N:14]=[C:13]([OH:18])[CH:12]=2)[CH2:5][C:6]([O:8][CH2:9][CH3:10])=[O:7])[CH2:3][CH2:2]1 |f:1.2|. Reported procedure: Under a nitrogen atmosphere, to a solution of ethyl 3-cyclopropyl-3-(5-fluoro-2-methoxypyridin-4-yl)propanoate (5.72 g) in DMF (10 ml) was added pyridinium chloride (24.7 g), and the mixture was stirred at 130° C. for 1 hr. To the reaction mixture was added ethyl acetate at 0° C., and the resulting precipitate was removed by filtration. The solvent in the filtrate was evaporated under reduced pressure, and the residue was purified by silica gel column chromatography (methanol/ethyl acetate) to g... Starting materials: BrC=1C=C(C=O)C=CC1C (3-bromo-4-methylbenzaldehyde), COC(CN)OC (aminoacetaldehyde dimethyl acetal). Yields the product BrC1=C(C=C2C=CN=CC2=C1)C (7-bromo-6-methylisoquinoline). As a reaction SMILES: [Br:1][C:2]1[CH:3]=[C:4]([CH:7]=[CH:8][C:9]=1[CH3:10])[CH:5]=O.CO[CH:13](OC)[CH2:14][NH2:15]>>[Br:1][C:2]1[CH:3]=[C:4]2[C:7]([CH:13]=[CH:14][N:15]=[CH:5]2)=[CH:8][C:9]=1[CH3:10]. Procedure: This compound was prepared by using procedures analogous to those described for the synthesis of Example 75, Step 1 starting from 3-bromo-4-methylbenzaldehyde (Aldrich, Cat. #4017458) and. aminoacetaldehyde dimethyl acetal. Analytic LCMS (M+H)+: m/z=221.95/223.95. Reactants: Cl (HCl), Na t-OBu, N (ammonia), COC1=CC=C(C=N1)[N+](=O)[O-] (6-methoxy-3-nitropyridine), C(C)(C)(C)OO (t-butyl hydrogenperoxide). The solvent is O (H2O), C1CCOC1 (THF). Conditions: temperature -78 celsius. Product: OC1=NC(=CC=C1[N+](=O)[O-])OC (2-hydroxy-6-methoxy-3-nitropyridine). As a reaction SMILES: N.[CH3:2][O:3][C:4]1[N:9]=[CH:8][C:7]([N+:10]([O-:12])=[O:11])=[CH:6][CH:5]=1.C([O:17]O)(C)(C)C.Cl>C1COCC1.O>[OH:17][C:8]1[C:7]([N+:10]([O-:12])=[O:11])=[CH:6][CH:5]=[C:4]([O:3][CH3:2])[N:9]=1. Procedure: To a cooled suspension of Na t-OBu (6.24 g, 64.9 mmol) in liquid ammonia was added dropwise a solution of 6-methoxy-3-nitropyridine (2.0 g, 12.98 mmol) and t-butyl hydrogenperoxide (1.53 mL, 14.31 mmol) in THF (20 mL). After the completion of addition, the resulting mixture was stirred at −78° C. under Ar and warmed gradually to room temperature, and then stirred at room temperature overnight, which gave a yellow solid. It was diluted with H2O (30 mL). The resulting mixture was neutralized with ... The reactants are B, C1CCOC1, C1CCOC1, O=C(O)c1ccc(N2CCC3(CCN(S(=O)(=O)c4ccccc4Cl)CC3)C2=O)cc1, Cl. Yields the product O=C1N(c2ccc(CO)cc2)CCC12CCN(S(=O)(=O)c1ccccc1Cl)CC2. Reaction SMILES: [BH3:31].[CH2:32]1[O:33][CH2:34][CH2:35][CH2:36]1.[CH2:38]1[O:39][CH2:40][CH2:41][CH2:42]1.[Cl:1][c:2]1[c:3]([S:8](=[O:9])(=[O:10])[N:11]2[CH2:12][CH2:13][C:14]3([CH2:15][CH2:16][N:17]([c:20]4[cH:21][cH:22][c:23]([C:24](=[O:25])[OH:26])[cH:27][cH:28]4)[C:18]3=[O:19])[CH2:29][CH2:30]2)[cH:4][cH:5][cH:6][cH:7]1.[ClH:37]>>[Cl:1][c:2]1[c:3]([S:8](=[O:9])(=[O:10])[N:11]2[CH2:12][CH2:13][C:14]3([CH2:15][CH2:16][N:17]([c:20]4[cH:21][cH:22][c:23]([CH2:24][OH:25])[cH:27][cH:28]4)[C:18]3=[O:19])[CH2:29][CH2:30]2)[cH:4][cH:5][cH:6][cH:7]1. Reactants: C[C@@H]1CN(C[C@@H](N1)C)CC=1C(=C(NC1C)C=O)C (4-((3R,5S)-3,5-dimethyl-piperazin-1-ylmethyl)-3,5-dimethyl-1H-pyrrole-2-carbaldehyde), ClC1=C(C(=CC=C1)Cl)CS(=O)(=O)C=1C=C2CC(NC2=CC1)=O (5-(2,6-Dichloro-phenylmethanesulfonyl)-1,3-dihydro-indol-2-one). Solvent: C(C)O (ethanol), N1CCCCC1 (piperidine). The product is ClC1=C(C(=CC=C1)Cl)CS(=O)(=O)C=1C=C2/C(/C(NC2=CC1)=O)=C/C=1NC(=C(C1C)CN1C[C@H](N[C@H](C1)C)C)C (5-(2,6-Dichloro-phenylmethanesulfonyl)-3-[1-[4-((3R,5S)-3,5-dimethyl-piperazin-1-ylmethyl)-3,5-dimethyl-1H-pyrrol-2-yl]-meth-(Z)-ylidene]-1,3-dihydro-indol-2-one). Reaction SMILES: [Cl:1][C:2]1[CH:7]=[CH:6][CH:5]=[C:4]([Cl:8])[C:3]=1[CH2:9][S:10]([C:13]1[CH:14]=[C:15]2[C:19](=[CH:20][CH:21]=1)[NH:18][C:17](=[O:22])[CH2:16]2)(=[O:12])=[O:11].[CH3:23][C@H:24]1[NH:29][C@@H:28]([CH3:30])[CH2:27][N:26]([CH2:31][C:32]2[C:33]([CH3:40])=[C:34]([CH:38]=O)[NH:35][C:36]=2[CH3:37])[CH2:25]1>C(O)C.N1CCCCC1>[Cl:8][C:4]1[CH:5]=[CH:6][CH:7]=[C:2]([Cl:1])[C:3]=1[CH2:9][S:10]([C:13]1[CH:14]=[C:15]2[C:19](=[CH:20][CH:21]=1)[NH:18][C:17](=[O:22])/[C:16]/2=[CH:38]\[C:34]1[NH:35][C:36]([CH3:37])=[C:32]([CH2:31][N:26]2[CH2:25][C@H:24]([CH3:23])[NH:29][C@H:28]([CH3:30])[CH2:27]2)[C:33]=1[CH3:40])(=[O:12])=[O:11]. Procedure: 5-(2,6-Dichloro-phenylmethanesulfonyl)-1,3-dihydro-indol-2-one was condensed with 4-((3R,5S)-3,5-dimethyl-piperazin-1-ylmethyl)-3,5-dimethyl-1H-pyrrole-2-carbaldehyde in ethanol and piperidine to give the tiled compound. The reactants are C(C)(C)(C)OC(=O)N[C@H](C(=O)N[C@H](C(=O)O)CC1=CC(=C(C=C1)OCC(=O)OC)C(=O)OC)CC1=CC=CC=C1 ((2S)-2-({(2S)-2-[(tert-butoxycarbonyl)amino]-3-phenylpropanoyl}amino)-3-[3-(methoxycarbonyl)-4-(2-methoxy-2-oxoethoxy)phenyl]propanoic acid), NCCCCO (4-amino-1-butanol). The product is C(C)(C)(C)OC(=O)N[C@H](C(=O)N[C@@H](CC=1C=CC(=C(C(=O)O)C1)OCC(=O)O)C(=O)NCCCCO)CC1=CC=CC=C1 (5-{(2S)-2-({(2S)-2-[(tert-Butoxycarbonyl)amino]-3-phenylpropanoyl}amino)-3-[(4-hydroxybutyl)amino]-3-oxopropyl}-2-(carboxymethoxy)benzoic Acid). As a reaction SMILES: [C:1]([O:5][C:6]([NH:8][C@@H:9]([CH2:34][C:35]1[CH:40]=[CH:39][CH:38]=[CH:37][CH:36]=1)[C:10]([NH:12][C@@H:13]([CH2:17][C:18]1[CH:23]=[CH:22][C:21]([O:24][CH2:25][C:26]([O:28]C)=[O:27])=[C:20]([C:30]([O:32]C)=[O:31])[CH:19]=1)[C:14](O)=[O:15])=[O:11])=[O:7])([CH3:4])([CH3:3])[CH3:2].[NH2:41][CH2:42][CH2:43][CH2:44][CH2:45][OH:46]>>[C:1]([O:5][C:6]([NH:8][C@@H:9]([CH2:34][C:35]1[CH:40]=[CH:39][CH:38]=[CH:37][CH:36]=1)[C:10]([NH:12][C@H:13]([C:14]([NH:41][CH2:42][CH2:43][CH2:44][CH2:45][OH:46])=[O:15])[CH2:17][C:18]1[CH:23]=[CH:22][C:21]([O:24][CH2:25][C:26]([OH:28])=[O:27])=[C:20]([CH:19]=1)[C:30]([OH:32])=[O:31])=[O:11])=[O:7])([CH3:3])([CH3:4])[CH3:2]. Reported procedure: Synthesis was performed from (2S)-2-({(2S)-2-[(tert-butoxycarbonyl)amino]-3-phenylpropanoyl}amino)-3-[3-(methoxycarbonyl)-4-(2-methoxy-2-oxoethoxy)phenyl]propanoic acid and 4-amino-1-butanol (21 ul) according to Method A to give a material which was re-purified by reversed phase C-18 HPLC in absence of trifluoroacetic acid to give the title compound (19 mg). 1H-NMR (400 MHz, CD3OD) d 7.75 (s, 1H), 7.40 (d, J=8.3 Hz, 1H), 7.28-7.18 (m, 5H), 7.04 (d, J=8.8 Hz, 1H), 4.79 (s, 2H), 4.51 (m, 1H), 4.24... The reactants are C(C)(=O)OC=1C(=C(C=CC1)I)OC(C)=O (bis-acetoxy-iodobenzene), CC1(CCCC(N1[O])(C)C)C (TEMPO), C(C#C)[C@@H]1CC[C@H](CC1)CO (trans-4-(2-propynyl)-cyclohexylmethanol). Run in C(C)#N.O (acetonitrile water). Conditions: temperature 0 celsius, time 1 hour. Yields the product C(C#C)C1CCC(CC1)C(=O)O (4-prop-2-ynylcyclohexane carboxylic acid). The yield is 95.1%. RXN SMILES: [CH2:1]([C@H:4]1[CH2:9][CH2:8][C@H:7]([CH2:10][OH:11])[CH2:6][CH2:5]1)[C:2]#[CH:3].C(OC1C(OC(=O)C)=C(I)C=CC=1)(=[O:14])C.CC1(C)N([O])C(C)(C)CCC1>C(#N)C.O>[CH2:1]([CH:4]1[CH2:9][CH2:8][CH:7]([C:10]([OH:14])=[O:11])[CH2:6][CH2:5]1)[C:2]#[CH:3] |f:3.4,^1:30|. Procedure: To a suspension of Compound 9 (2.45 g, 16 mmol) in 50% acetonitrile/water (35 mL) cooled to 0° C. was added bis-acetoxy-iodobenzene (BAIB) (11.4 g, 35 mmol) and TEMPO (502 mg, 3.2 mmol). The reaction mixture was stirred at 0° C. for 1 hour, then for 90 minutes at room temperature. The solvents were evaporated, and the residue dissolved in 1/1 CH3CN/H2O (100 mL). Once again the solvents were evaporated, and this procedure repeated to remove iodobenzene as its azeotrope. The resulting Compound 11 ... Starting materials: C(CC(=O)O)(=O)O (malonic acid), N1CCCCC1 (piperidine), C1(CC1)OC=1C=C(C=O)C=CC1 (3-cyclopropoxybenzaldehyde). The solvent is N1=CC=CC=C1 (pyridine). The product is C1(CC1)OC=1C=C(C=CC1)C=CC(=O)O (3-(3-cyclopropoxy-phenyl)-acrylic acid). Reaction SMILES: [CH:1]1([O:4][C:5]2[CH:6]=[C:7]([CH:10]=[CH:11][CH:12]=2)[CH:8]=O)[CH2:3][CH2:2]1.C(O)(=O)[CH2:14][C:15]([OH:17])=[O:16].N1CCCCC1>N1C=CC=CC=1>[CH:1]1([O:4][C:5]2[CH:6]=[C:7]([CH:8]=[CH:14][C:15]([OH:17])=[O:16])[CH:10]=[CH:11][CH:12]=2)[CH2:3][CH2:2]1. Procedure: 3-cyclopropoxybenzaldehyde (7.51 g, 46.3 mmol) was dissolved in pyridine (195 mL) then malonic acid (19.3 g, 185 mmol) and piperidine (6.86 mL, 69.5 mmol) were added. The reaction was stirred at reflux for 2 hr then concentrated. The residue was poured on to ice cold 6N HCl and decanted to collect the solution. The solution was diluted with DCM and extracted with DCM. The extract and the solid from the water layer were combined and basified with 2N NaOH. The basic solution was washed with DCM, a... Reactants: ClC=1C=C(C(=O)O)C=C(C1OC)OC (3-Chloro-4,5-dimethoxybenzoic acid), C(C1=CC=CC=C1)(=O)N (benzamide). Yields the product ClC=1C=C(C=C(C1OC)OC)C(C)=O (1-(3-Chloro-4,5-dimethoxyphenyl)ethanone). As a reaction SMILES: [Cl:1][C:2]1[CH:3]=[C:4]([CH:8]=[C:9]([O:13][CH3:14])[C:10]=1[O:11][CH3:12])[C:5]([OH:7])=O.[C:15](N)(=O)C1C=CC=CC=1>>[Cl:1][C:2]1[CH:3]=[C:4]([C:5](=[O:7])[CH3:15])[CH:8]=[C:9]([O:13][CH3:14])[C:10]=1[O:11][CH3:12]. Procedure: 3-Chloro-4,5-dimethoxybenzoic acid (1 g) was converted to the benzamide derivative analogously to O3.043, and the latter to the title compound analogously to O2.059. 495 mg of the title compound were obtained. LC-MS rt: 1.55 min [M+H]+: 215.1 (met. a)